Dataset: the Open Reaction Database (ORD), a public repository of structured organic reaction records. Task: describe an organic reaction: reactants, conditions, products, and yield The reactants are ClCCl, CC(C)N1C(=O)CCCc2cc(F)ccc21, C[Si](C)(C)I, I. Product: CC(C)N1C(=O)C(I)CCc2cc(F)ccc21. RXN SMILES: [Cl:23][CH2:24][Cl:25].[F:1][c:2]1[cH:3][cH:4][c:5]2[c:6]([cH:16]1)[CH2:7][CH2:8][CH2:9][C:10](=[O:15])[N:11]2[CH:12]([CH3:13])[CH3:14].[I:17][Si:18]([CH3:19])([CH3:20])[CH3:21].[I:22]>>[F:1][c:2]1[cH:3][cH:4][c:5]2[c:6]([cH:16]1)[CH2:7][CH2:8][CH:9]([I:17])[C:10](=[O:15])[N:11]2[CH:12]([CH3:13])[CH3:14]. Reactants: C1(CC1)C=1OC2=C(N1)C1=C(C=C2C(=O)O)N=C(N1)NC1=C(C=CC=C1Cl)Cl (2-cyclopropyl-7-[(2,6-dichlorophenyl)amino]-8H-imidazo[4,5-e][1,3]benzoxazole-4-carboxylic acid), [H-].[Na+] (NaH), S(=O)(Cl)Cl (thionyl chloride), C(C)(C)(C)C1=CC=C(N)C=C1 (4-tert-butylaniline). Solvent: C1CCOC1 (THF), C1=CC=CC=C1 (benzene). Product: C(C)(C)(C)C1=CC=C(C=C1)NC(=O)C1=CC2=C(C=3N=C(OC31)C3CC3)NC(=N2)NC2=C(C=CC=C2Cl)Cl (N-(4-tert-Butylphenyl)-2-cyclopropyl-7-[(2,6-dichlorophenyl)amino]-8H-imidazo[4,5-e][1,3]benzoxazole-4-carboxamide). Isolated yield 11.3%. RXN SMILES: [CH:1]1([C:4]2[O:5][C:6]3[C:12]([C:13]([OH:15])=O)=[CH:11][C:10]4[N:16]=[C:17]([NH:19][C:20]5[C:25]([Cl:26])=[CH:24][CH:23]=[CH:22][C:21]=5[Cl:27])[NH:18][C:9]=4[C:7]=3[N:8]=2)[CH2:3][CH2:2]1.S(Cl)(Cl)=O.[C:32]([C:36]1[CH:42]=[CH:41][C:39]([NH2:40])=[CH:38][CH:37]=1)([CH3:35])([CH3:34])[CH3:33].[H-].[Na+]>C1COCC1.C1C=CC=CC=1>[C:32]([C:36]1[CH:37]=[CH:38][C:39]([NH:40][C:13]([C:12]2[C:6]3[O:5][C:4]([CH:1]4[CH2:2][CH2:3]4)=[N:8][C:7]=3[C:9]3[NH:18][C:17]([NH:19][C:20]4[C:25]([Cl:26])=[CH:24][CH:23]=[CH:22][C:21]=4[Cl:27])=[N:16][C:10]=3[CH:11]=2)=[O:15])=[CH:41][CH:42]=1)([CH3:35])([CH3:33])[CH3:34] |f:3.4|. Procedure details: The title compound was prepared following the procedure as described for Example-177 using 2-cyclopropyl-7-[(2,6-dichlorophenyl)amino]-8H-imidazo[4,5-e][1,3]benzoxazole-4-carboxylic acid (Intermediate-58, 0.100 g, 0.248 mmol), benzene (4 mL), thionyl chloride (5.0 mL), 4-tert-butylaniline (0.055 g, 0.369 mmol), THF (5.0 mL) and 60% NaH (0.095 g, 0.744 mmol). The obtained product was further purified by column chromatography on neutral alumina eluting with 1.5-2.0% MeOH:DCM to afford 0.015 g of t... The reactants are ClC=1C(=NC=C(C1)Cl)C(CNC(C1=C(C=CC=C1)C(F)(F)F)=O)=NOCC(F)(F)F (N-[2-(3,5-dichloropyridin-2-yl)-2-(2,2,2-trifluoroethoxyimino)ethyl]-2-(trifluoromethyl)benzamide), quartz. Run in C(C)#N (acetonitrile). Product: ClC=1C(=NC=C(C1)Cl)\C(\CNC(C1=C(C=CC=C1)C(F)(F)F)=O)=N/OCC(F)(F)F ((Z)—N-[2-(3,5-dichloropyridin-2-yl)-2-(2,2,2-trifluoroethoxyimino)ethyl]-2-(trifluoromethyl)benzamide). Isolated yield 80.8%. As a reaction SMILES: [Cl:1][C:2]1[C:3]([C:9](=[N:24][O:25][CH2:26][C:27]([F:30])([F:29])[F:28])[CH2:10][NH:11][C:12](=[O:23])[C:13]2[CH:18]=[CH:17][CH:16]=[CH:15][C:14]=2[C:19]([F:22])([F:21])[F:20])=[N:4][CH:5]=[C:6]([Cl:8])[CH:7]=1>C(#N)C>[Cl:1][C:2]1[C:3](/[C:9](=[N:24]\[O:25][CH2:26][C:27]([F:30])([F:28])[F:29])/[CH2:10][NH:11][C:12](=[O:23])[C:13]2[CH:18]=[CH:17][CH:16]=[CH:15][C:14]=2[C:19]([F:22])([F:21])[F:20])=[N:4][CH:5]=[C:6]([Cl:8])[CH:7]=1. Procedure details: 2.6 g of N-[2-(3,5-dichloropyridin-2-yl)-2-(2,2,2-trifluoroethoxyimino)ethyl]-2-(trifluoromethyl)benzamide was dissolved in 12.0 ml of acetonitrile, and the solution was irradiated with light for 48 hours in a quartz cell (manufactured by Fine, 4 clear windows for spectroscopy) using a 100 W high-pressure mercury lamp (manufactured by USHIO INC., lamp: UM-102, power supply: UM-103B-B). After completion of the reaction, the solvent was evaporated under reduced pressure, and the resulting residue ... Starting materials: CN1CCCC1=O, ClCC1CO1, [H-], [Na+], O, O=C1c2ccccc2C(=O)c2cc(O)ccc21. The product is O=C1c2ccccc2C(=O)c2cc(OCC3CO3)ccc21. Reaction SMILES: [CH3:26][N:27]1[CH2:28][CH2:29][CH2:30][C:31]1=[O:32].[Cl:20][CH2:21][CH:22]1[CH2:23][O:24]1.[H-:18].[Na+:19].[OH2:25].[OH:1][c:2]1[cH:3][cH:4][c:5]2[c:16]([cH:17]1)[C:14](=[O:15])[c:13]1[c:8]([cH:9][cH:10][cH:11][cH:12]1)[C:6]2=[O:7]>>[O:1]([c:2]1[cH:3][cH:4][c:5]2[c:16]([cH:17]1)[C:14](=[O:15])[c:13]1[c:8]([cH:9][cH:10][cH:11][cH:12]1)[C:6]2=[O:7])[CH2:21][CH:22]1[CH2:23][O:24]1.